Dataset: the Open Reaction Database (ORD), a public repository of structured organic reaction records. Task: describe an organic reaction: reactants, conditions, products, and yield Starting materials: FC1=C(C(=C(C=C1)[N+](=O)[O-])F)F (1,2,3-trifluoro-4-nitrobenzene), NC1=C(C=C(C=C1F)O)F (4-amino-3,5-difluorophenol). Yields the product NC1=C(C(=C(C=C1)O)F)F (4-amino-2,3-difluorophenol). Yield: 84.0%. RXN SMILES: F[C:2]1[CH:7]=[CH:6][C:5]([N+:8]([O-])=O)=[C:4]([F:11])[C:3]=1[F:12].NC1C(F)=CC([OH:21])=CC=1F>>[NH2:8][C:5]1[CH:6]=[CH:7][C:2]([OH:21])=[C:3]([F:12])[C:4]=1[F:11]. Procedure: This compound was prepared from 1,2,3-trifluoro-4-nitrobenzene (5.0 g, 28 mmol) in the manner described for 4-amino-3,5-difluorophenol, affording 0.60 g (84%) of 4-amino-2,3-difluorophenol. 1H-NMR (DMSO-d6) δ 9.19 (s, 1H), 6.59 to 6.53 (m, 1H), 6.48 to 6.41 (m, 1H), 4.85 (s, 2H); TLC (12% DCM/Hex), Rf=0.08. Reactants: ClC1=CC=C(C=N1)C(=O)N1[C@H](CN(CC1)S(=O)(=O)C1=CC=C(C=C1)C(F)(F)F)C ((2S)-1-[(6-Chloro-3-pyridinyl)carbonyl]-2-methyl-4-{[4-(trifluoromethyl)phenyl]sulfonyl}piperazine), N1CCC1 (Azetidine). Solvent: C(C)(C)O (isopropanol). Reaction conditions: temperature 120 celsius. Product: Cl.N1(CCC1)C1=CC=C(C=N1)C(=O)N1[C@H](CN(CC1)S(=O)(=O)C1=CC=C(C=C1)C(F)(F)F)C ((2S)-1-{[6-(1-Azetidinyl)-3-pyridinyl]carbonyl}-2-methyl-4-{[4-(trifluoromethyl)phenyl]sulfonyl}piperazine hydrochloride). Isolated yield 83.6%. RXN SMILES: [Cl:1][C:2]1[N:7]=[CH:6][C:5]([C:8]([N:10]2[CH2:15][CH2:14][N:13]([S:16]([C:19]3[CH:24]=[CH:23][C:22]([C:25]([F:28])([F:27])[F:26])=[CH:21][CH:20]=3)(=[O:18])=[O:17])[CH2:12][C@@H:11]2[CH3:29])=[O:9])=[CH:4][CH:3]=1.[NH:30]1[CH2:33][CH2:32][CH2:31]1>C(O)(C)C>[ClH:1].[N:30]1([C:2]2[N:7]=[CH:6][C:5]([C:8]([N:10]3[CH2:15][CH2:14][N:13]([S:16]([C:19]4[CH:24]=[CH:23][C:22]([C:25]([F:28])([F:27])[F:26])=[CH:21][CH:20]=4)(=[O:18])=[O:17])[CH2:12][C@@H:11]3[CH3:29])=[O:9])=[CH:4][CH:3]=2)[CH2:33][CH2:32][CH2:31]1 |f:3.4|. Reported procedure: (2S)-1-[(6-Chloro-3-pyridinyl)carbonyl]-2-methyl-4-{[4-(trifluoromethyl)phenyl]sulfonyl}piperazine (may be prepared as described in Example 26) (69 mg, 0.154 mmol) was transferred into a microwave vial as a solution in isopropanol (1.5 ml). Azetidine (0.208 ml, 3.08 mmol) was added and the clear solution was heated in the microwave to 120° C. for 12 h with stirring. LCMS analysis showed complete conversion. The reaction mixture was concentrated to give the crude material as a colourless gum (206... Reactants: [H-].[Na+] (sodium hydride), C(C1=CC=CC=C1)C=1C=CC=C2C=CC=C(C12)O (8-benzyl-1-naphthol), COCCl (chloromethyl methyl ether). Run in CN(C=O)C (N,N-dimethylformamide). Run at time 30 minute. Yields the product C(C1=CC=CC=C1)C=1C=CC=C2C=CC(=C(C12)O)OC (8-Benzyl-2-methoxy-1-naphthol). Yield: 91.3%. Reaction SMILES: [CH2:1]([C:8]1[CH:9]=[CH:10][CH:11]=[C:12]2[C:17]=1[C:16]([OH:18])=[CH:15][CH:14]=[CH:13]2)[C:2]1[CH:7]=[CH:6][CH:5]=[CH:4][CH:3]=1.[H-].[Na+].[CH3:21][O:22]CCl>CN(C)C=O>[CH2:1]([C:8]1[CH:9]=[CH:10][CH:11]=[C:12]2[C:17]=1[C:16]([OH:18])=[C:15]([O:22][CH3:21])[CH:14]=[CH:13]2)[C:2]1[CH:7]=[CH:6][CH:5]=[CH:4][CH:3]=1 |f:1.2|. Reported procedure: 100 g of 8-benzyl-1-naphthol was dissolved in 300 ml of N,N-dimethylformamide to give a solution. 18.6 g of sodium hydride (55% suspension in oil) was added to the solution under cooling with ice. After 30 minutes, 34.4 g of chloromethyl methyl ether was added to the obtained mixture under cooling with ice, followed by stirring for 10 minutes. The obtained mixture was further stirred at room temperature for 30 minutes. The resulting reaction mixture was poured onto ice-water and the obtained mix... The reactants are N1=CC=C(C=C1)C1=C(C(=CC2=CC(=C(C=C12)OC)O)C(=O)OC)C(=O)OC (1-(4-pyridyl)-2,3-bis(methoxycarbonyl)-6-hydroxy-7-methoxynaphthalene), [H-].[Na+] (sodium hydride), COCCI (2-methoxyethyl iodide). Run in CN(C=O)C (dimethylformamide). Conditions: time 30 minute. Yields the product N1=CC=C(C=C1)C1=C(C(=CC2=CC(=C(C=C12)OC)OCCOC)C(=O)OC)C(=O)OC (1-(4-pyridyl)-2,3-bis(methoxycarbonyl)-6-(2-methoxyethyloxy)-7-methoxynaphthalene). The yield is 43.2%. As a reaction SMILES: [N:1]1[CH:6]=[CH:5][C:4]([C:7]2[C:16]3[C:11](=[CH:12][C:13]([OH:19])=[C:14]([O:17][CH3:18])[CH:15]=3)[CH:10]=[C:9]([C:20]([O:22][CH3:23])=[O:21])[C:8]=2[C:24]([O:26][CH3:27])=[O:25])=[CH:3][CH:2]=1.[H-].[Na+].[CH3:30][O:31][CH2:32][CH2:33]I>CN(C)C=O>[N:1]1[CH:6]=[CH:5][C:4]([C:7]2[C:16]3[C:11](=[CH:12][C:13]([O:19][CH2:33][CH2:32][O:31][CH3:30])=[C:14]([O:17][CH3:18])[CH:15]=3)[CH:10]=[C:9]([C:20]([O:22][CH3:23])=[O:21])[C:8]=2[C:24]([O:26][CH3:27])=[O:25])=[CH:3][CH:2]=1 |f:1.2|. Procedure: To a solution of 1-(4-pyridyl)-2,3-bis(methoxycarbonyl)-6-hydroxy-7-methoxynaphthalene (17 g) in dimethylformamide (50 ml) is added gradually sodium hydride (60% dispersion-type) under ice-cooling, and the mixture is stirred at room temperature for 30 minutes. The mixture is cooled with ice, and thereto is added 2-methoxyethyl iodide (10.3 g). The mixture is stirred at room temperature for 2 hours, and heated to 80° C. One hour thereafter, the reaction solution is allowed to cool, and concentrat... Starting materials: solution, C(CCC)[Li] (n-butyllithium), solution, COCOC1=CC=2C(CCC(C2C=C1)(C)C)(C)C (5,6,7,8-tetrahydro-2-methoxymethoxy-5,5,8,8-tetramethylnaphthalene), [Cl-].[NH4+] (ammonium chloride), solution, saturated aqueous solution, CN(C=O)C (N,N-dimethylformamide). Run in CCCCCC (hexane), C(C)OCC (diethyl ether), C(C)OCC (diethyl ether). Reaction conditions: time 5 hour. The product is C(=O)C=1C(=CC=2C(CCC(C2C1)(C)C)(C)C)OCOC (3-Formyl-5,6,7,8-tetrahydro-2-methoxymethoxy-5,5,8,8-tetramethylnaphthalene). The yield is 66.2%. Reaction SMILES: C([Li])CCC.[CH3:6][O:7][CH2:8][O:9][C:10]1[CH:19]=[CH:18][C:17]2[C:16]([CH3:21])([CH3:20])[CH2:15][CH2:14][C:13]([CH3:23])([CH3:22])[C:12]=2[CH:11]=1.CN(C)[CH:26]=[O:27].[Cl-].[NH4+]>CCCCCC.C(OCC)C>[CH:26]([C:19]1[C:10]([O:9][CH2:8][O:7][CH3:6])=[CH:11][C:12]2[C:13]([CH3:23])([CH3:22])[CH2:14][CH2:15][C:16]([CH3:21])([CH3:20])[C:17]=2[CH:18]=1)=[O:27] |f:3.4|. Reported procedure: 22 ml of a 1.56M solution of n-butyllithium in hexane was dropwise added to 40 ml of a solution of 5.7 g of 5,6,7,8-tetrahydro-2-methoxymethoxy-5,5,8,8-tetramethylnaphthalene in anhydrous diethyl ether at -78° C. The temperature of the mixture was gradually raised to room temperature (in 10 minutes). The resulting mixture was stirred for 5 hours and cooled to -78° C., followed by the dropwise addition thereto of 5 ml of a solution of 2.6 g of N,N-dimethylformamide in diethyl ether. The temperatu... Reactants: Cl.NCCC=1C=CC(=C(N)C1)OCC1=CC=CC=C1 (5-(2-aminoethyl)-2-benzyloxyaniline, hydrochloride), C(C)(=O)OC(C)=O (acetic anhydride), O (water), mixture, C(=O)O (formic acid). Solvent: C(Cl)(Cl)Cl (chloroform). Run at time 5 minute. Yields the product C(C1=CC=CC=C1)OC1=C(C=C(C=C1)CCN)NC=O (2-(4-benzyloxy-3-formylaminophenyl)ethylamine). Reaction SMILES: Cl.[NH2:2][CH2:3][CH2:4][C:5]1[CH:6]=[CH:7][C:8]([O:12][CH2:13][C:14]2[CH:19]=[CH:18][CH:17]=[CH:16][CH:15]=2)=[C:9]([CH:11]=1)[NH2:10].[CH:20](O)=[O:21].C(OC(=O)C)(=O)C.O>C(Cl)(Cl)Cl>[CH2:13]([O:12][C:8]1[CH:7]=[CH:6][C:5]([CH2:4][CH2:3][NH2:2])=[CH:11][C:9]=1[NH:10][CH:20]=[O:21])[C:14]1[CH:19]=[CH:18][CH:17]=[CH:16][CH:15]=1 |f:0.1|. Procedure: 2.7 g of 5-(2-aminoethyl)-2-benzyloxyaniline, hydrochloride, in 160 ml of chloroform is combined with 4 ml of a mixture of formic acid and acetic anhydride (3:5). After 5 minutes of agitation at room temperature, a small amount of water is added and the mixture completely evaporated. The residue is chromatographed on silica gel with methylene chloride/methanol 8:2. The thus-purified material is washed in methylene chloride with sodium bicarbonate solution. After evaporation, 1.5 g of 2-(4-benzyl...